From a dataset of the Open Reaction Database (ORD), a public repository of structured organic reaction records. describe an organic reaction: reactants, conditions, products, and yield The reactants are N[C@@H](CC1=CC=CC=C1)C(=O)O (phenylalanine), Cl (HCl), C1=CC=C(C(=C1)C=O)C=O.SCCO (o-phthalaldehyde 2-mercaptoethanol), N[C@@H](CC1=CC=CC=C1)C(=O)O (phenylalanine), N[C@@H](CC1=CC=CC=C1)C(=O)O (phenylalanine), N([C@@H](CC1=CC=CC=C1)C(=O)N[C@@H](CC(C)C)C(=O)N[C@@H](CC1=CC=CC=C1)C(=O)N[C@@H](CC(C)C)C(=O)N[C@@H](CC1=CC=CC=C1)C(=O)O)C(=O)OC(C)(C)C (BOCPheLeuPheLeuPhe). The solvent is CO (methanol). Run at time 5 minute. Yields the product C1=CC=C(C(=C1)C=O)C=O (o-phthalaldehyde). RXN SMILES: Cl.N[C@H](C(O)=O)CC1C=CC=CC=1.[CH:14]1[CH:19]=[C:18]([CH:20]=[O:21])[C:17]([CH:22]=[O:23])=[CH:16][CH:15]=1.SCCO.N(C(OC(C)(C)C)=O)[C@H](C(N[C@H](C(N[C@H](C(N[C@H](C(N[C@H](C(O)=O)CC1C=CC=CC=1)=O)CC(C)C)=O)CC1C=CC=CC=1)=O)CC(C)C)=O)CC1C=CC=CC=1>CO>[CH:14]1[CH:19]=[C:18]([CH:20]=[O:21])[C:17]([CH:22]=[O:23])=[CH:16][CH:15]=1 |f:2.3|. Procedure details: Four aliquots of the conjugate were hydrolyzed with concentrated HCl at 115° C. for 20 hours and analyzed for phenylalanine. The phenylalanine was quantified as the o-phthalaldehyde/2-mercaptoethanol derivative using reverse phase HPLC with a fluorescence detector (HPLC conditions as Example 24 except the eluent gradient was 12% to 80% methanol over 20 min. and then held at 80% for 5 min.). The o-phthalaldehyde derivative was prepared as given in Example 24. For a 25 μL aliquot of the conjugate,...